Task: describe an organic reaction: reactants, conditions, products, and yield. Dataset: the Open Reaction Database (ORD), a public repository of structured organic reaction records Reactants: Brc1cccc(OC2CCCCO2)c1, CC(=O)[O-], CC(=O)[O-], CC(C)(C)[O-], Cc1ccccc1, CCOC(C)=O, CC(C)(C)OC(=O)N1CCNCC1, [Na+], O, [Pd+2], c1ccc(P(c2ccccc2)c2ccc3ccccc3c2-c2c(P(c3ccccc3)c3ccccc3)ccc3ccccc23)cc1. Product: CC(C)(C)OC(=O)N1CCN(c2cccc(OC3CCCCO3)c2)CC1. As a reaction SMILES: [Br:14][c:15]1[cH:16][c:17]([O:18][CH:19]2[O:20][CH2:21][CH2:22][CH2:23][CH2:24]2)[cH:25][cH:26][cH:27]1.[C:87]([O-:88])(=[O:89])[CH3:90].[C:92]([O-:93])(=[O:94])[CH3:95].[CH3:74][C:75]([CH3:76])([O-:77])[CH3:78].[CH3:80][c:81]1[cH:82][cH:83][cH:84][cH:85][cH:86]1.[CH3:97][CH2:98][O:99][C:100](=[O:101])[CH3:102].[N:1]1([C:7](=[O:8])[O:9][C:10]([CH3:11])([CH3:12])[CH3:13])[CH2:2][CH2:3][NH:4][CH2:5][CH2:6]1.[Na+:79].[OH2:96].[Pd+2:91].[cH:28]1[cH:29][cH:30][c:31]([P:32]([c:33]2[cH:34][cH:35][c:36]3[c:37]([cH:38][cH:39][cH:40][cH:41]3)[c:42]2-[c:43]2[c:44]3[c:45]([cH:46][cH:47][cH:48][cH:49]3)[cH:50][cH:51][c:52]2[P:53]([c:54]2[cH:55][cH:56][cH:57][cH:58][cH:59]2)[c:60]2[cH:61][cH:62][cH:63][cH:64][cH:65]2)[c:66]2[cH:67][cH:68][cH:69][cH:70][cH:71]2)[cH:72][cH:73]1>>[N:1]1([C:7](=[O:8])[O:9][C:10]([CH3:11])([CH3:12])[CH3:13])[CH2:2][CH2:3][N:4]([c:15]2[cH:16][c:17]([O:18][CH:19]3[O:20][CH2:21][CH2:22][CH2:23][CH2:24]3)[cH:25][cH:26][cH:27]2)[CH2:5][CH2:6]1. Starting materials: C(C)OC(C(C)S(=O)(=O)C1=CC=C(C=C1)OC)=O (2-(4-methoxy-benzenesulfonyl)propionic acid ethyl ester), N1(CCCCC1)CCOC1=CC=C(CCl)C=C1 (4-(2-piperidin-1-yl-ethoxy)benzyl chloride), C(=O)([O-])[O-].[K+].[K+] (K2CO3), C1COCCOCCOCCOCCOCCO1 (18-crown-6). The solvent is CC(=O)C (acetone). Product: C(C)OC(C(CC1=CC=C(C=C1)OCCN1CCCCC1)(C)S(=O)(=O)C1=CC=C(C=C1)OC)=O (2-(4-Methoxy-benzenesulfonyl)-2-methyl-3-[4-(2-piperidin-1-yl-ethoxy)-phenyl]propionic acid ethyl ester). Isolated yield 98.0%. Reaction SMILES: [CH2:1]([O:3][C:4](=[O:18])[CH:5]([S:7]([C:10]1[CH:15]=[CH:14][C:13]([O:16][CH3:17])=[CH:12][CH:11]=1)(=[O:9])=[O:8])[CH3:6])[CH3:2].[N:19]1([CH2:25][CH2:26][O:27][C:28]2[CH:35]=[CH:34][C:31]([CH2:32]Cl)=[CH:30][CH:29]=2)[CH2:24][CH2:23][CH2:22][CH2:21][CH2:20]1.C([O-])([O-])=O.[K+].[K+].C1OCCOCCOCCOCCOCCOC1>CC(C)=O>[CH2:1]([O:3][C:4](=[O:18])[C:5]([S:7]([C:10]1[CH:11]=[CH:12][C:13]([O:16][CH3:17])=[CH:14][CH:15]=1)(=[O:8])=[O:9])([CH3:6])[CH2:32][C:31]1[CH:34]=[CH:35][C:28]([O:27][CH2:26][CH2:25][N:19]2[CH2:24][CH2:23][CH2:22][CH2:21][CH2:20]2)=[CH:29][CH:30]=1)[CH3:2] |f:2.3.4|. Reported procedure: To a stirred mixture of 2.7 g (10 mmol) of 2-(4-methoxy-benzenesulfonyl)propionic acid ethyl ester, 3.03 gm (10 mmol) 4-(2-piperidin-1-yl-ethoxy)benzyl chloride, 10 gm of K2CO3 and 500 mg of 18-crown-6 in 250 ml of acetone was refluxed for 16 hours. At the end, the reaction mixture was filtered and the acetone layer was concentrated to a residue. The residue was extracted with chloroform, washed well with water, dried over anhydrous MgSO4, filtered and concentrated to a residue. The residue obta...